Dataset: the Open Reaction Database (ORD), a public repository of structured organic reaction records. Task: describe an organic reaction: reactants, conditions, products, and yield Reactants: COC1=CC2=C(N(C(CN(C2)CC#N)=O)C)C=C1[N+](=O)[O-] ((7-Methoxy-1-methyl-8-nitro-2-oxo-1,2,3,5-tetrahydro-benzo[e][1,4]diazepin-4-yl)-acetonitrile), O.NN (Hydrazine hydrate), C(C)O (Ethanol). Reagents/catalysts: [Pd] (Pd/C). Product: NC=1C(=CC2=C(N(C(CN(C2)CC#N)=O)C)C1)OC ((8-Amino-7-methoxy-1-methyl-2-oxo-1,2,3,5-tetrahydro-benzo[e][1,4]diazepin-4-yl)-acetonitrile). Isolated yield 16.1%. RXN SMILES: [CH3:1][O:2][C:3]1[C:18]([N+:19]([O-])=O)=[CH:17][C:6]2[N:7]([CH3:16])[C:8](=[O:15])[CH2:9][N:10]([CH2:12][C:13]#[N:14])[CH2:11][C:5]=2[CH:4]=1.O.NN.C(O)C>[Pd]>[NH2:19][C:18]1[C:3]([O:2][CH3:1])=[CH:4][C:5]2[CH2:11][N:10]([CH2:12][C:13]#[N:14])[CH2:9][C:8](=[O:15])[N:7]([CH3:16])[C:6]=2[CH:17]=1 |f:1.2|. Procedure details: To a mixture of (7-Methoxy-1-methyl-8-nitro-2-oxo-1,2,3,5-tetrahydro-benzo[e][1,4]diazepin-4-yl)-acetonitrile (0.47 g, 0.0016 mol) and Hydrazine hydrate (2.00 mL, 0.0411 mol) in Ethanol (10 mL, 0.2 mol) was added 10% Pd/C (10:90, Palladium:carbon black, 0.047 g) and reacted in an analogous manner to example 712. The reaction was filtered and evaporated. This product was chromatographed on SiO2 (13 g) with (20-1) DCM/MeOH giving (8-Amino-7-methoxy-1-methyl-2-oxo-1,2,3,5-tetrahydro-benzo[e][1,4]di... Starting materials: [Cl-].[NH4+] (ammonium chloride), O1C=CC=2C(=NC=CC21)NC(C2=CC=CC=C2)=O (N-(Furo[3,2-c]pyridin-4-yl)benzamide), CN(C=O)C (N,N-dimethylformamide), C(CCC)[Li] (n-butyllithium). Solvent: C1CCOC1 (THF). Reaction conditions: time 30 minute. Product: C(=O)C1=CC=2C(=NC=CC2O1)NC(C1=CC=CC=C1)=O (N-(2-Formylfuro[3,2-c]pyridin-4-yl)benzamide). As a reaction SMILES: [O:1]1[C:9]2[CH:8]=[CH:7][N:6]=[C:5]([NH:10][C:11](=[O:18])[C:12]3[CH:17]=[CH:16][CH:15]=[CH:14][CH:13]=3)[C:4]=2[CH:3]=[CH:2]1.C([Li])CCC.CN(C)[CH:26]=[O:27].[Cl-].[NH4+]>C1COCC1>[CH:26]([C:2]1[O:1][C:9]2[CH:8]=[CH:7][N:6]=[C:5]([NH:10][C:11](=[O:18])[C:12]3[CH:17]=[CH:16][CH:15]=[CH:14][CH:13]=3)[C:4]=2[CH:3]=1)=[O:27] |f:3.4|. Procedure: 7.13 g (30 mmol) N-(Furo[3,2-c]pyridin-4-yl)benzamide (Example 2A) were dissolved in 150 ml dry THF under inert gas atmosphere. At −78° C., 26.4 ml (66 mmol) n-butyllithium solution (2.5 M in hexane) were added dropwise, and the mixture was stirred for 30 min at this temperature. Then, 5.1 ml (66 mmol) dry N,N-dimethylformamide were added dropwise. After addition was completed, the mixture was slowly warmed up to rt, and 300 ml saturated aq. ammonium chloride solution were added. After extractio...